This data is from the Open Reaction Database (ORD), a public repository of structured organic reaction records. The task is: describe an organic reaction: reactants, conditions, products, and yield Starting materials: C(C1=CC=CC=C1)N1[C@@H]([C@H](OCC1)C)CC ((2R,3R)-4-benzyl-3-ethyl-2-methylmorpholine), Cl (HCl). The reagents and catalysts are [OH-].[OH-].[Pd+2] (Pd(OH)2). Run in CO (MeOH), CO (methanol). Conditions: time 2 hour. Yields the product Cl.C(C)[C@H]1NCCO[C@@H]1C ((2R,3R)-3-ethyl-2-methylmorpholine hydrochloride). As a reaction SMILES: C([N:8]1[CH2:13][CH2:12][O:11][C@H:10]([CH3:14])[C@H:9]1[CH2:15][CH3:16])C1C=CC=CC=1.[ClH:17]>CO.[OH-].[OH-].[Pd+2]>[ClH:17].[CH2:15]([C@@H:9]1[C@@H:10]([CH3:14])[O:11][CH2:12][CH2:13][NH:8]1)[CH3:16] |f:3.4.5,6.7|. Reported procedure: Pd(OH)2 (15.0 mg, 10% on carbon) was added to a solution of (2R,3R)-4-benzyl-3-ethyl-2-methylmorpholine (110 mg, 0.50 mmol) in MeOH (10 mL) under N2. Hydrogen was bubbled through the reaction mixture for one minute and then the reaction was stirred at rt under hydrogen (1 atm) for 2 hours. Then, N2 was bubbled through the reaction for 1 minute. A solution of HCl (3M, 3 mL, 9 mmol) in methanol was added. The reaction mixture was stirred at room temperature for 30 minutes and concentrated in vacuo... The reactants are CCOC(C)=O, CO, Cl, [Li+], COC(=O)c1cccn(-c2ccccc2)c1=O, [OH-], O. The product is O=C(O)c1cccn(-c2ccccc2)c1=O. RXN SMILES: [CH3:20][CH2:21][O:22][C:23]([CH3:24])=[O:25].[CH3:27][OH:28].[ClH:26].[Li+:19].[O:1]=[c:2]1[n:3](-[c:12]2[cH:13][cH:14][cH:15][cH:16][cH:17]2)[cH:4][cH:5][cH:6][c:7]1[C:8](=[O:9])[O:10][CH3:11].[OH-:18].[OH2:29]>>[O:1]=[c:2]1[n:3](-[c:12]2[cH:13][cH:14][cH:15][cH:16][cH:17]2)[cH:4][cH:5][cH:6][c:7]1[C:8](=[O:9])[OH:10]. The reactants are C(C)(C)NC(C)C (diisopropylamine), C(CCC)[Li].CCCCCC (n-butyl lithium hexane), Cl[Si](C)(C)C (chlorotrimethylsilane), C(C(C)C)#N (isobutyronitrile). Run in C1CCOC1 (THF). Reaction conditions: time 15 minute. The product is C[Si](C(C#N)(C)C)(C)C (2-(trimethysilyl)isobutyronitrile). The yield is 74.5%. Reaction SMILES: C(NC(C)C)(C)C.C([Li])CCC.CCCCCC.[C:19](#[N:23])[CH:20]([CH3:22])[CH3:21].Cl[Si:25]([CH3:28])([CH3:27])[CH3:26]>C1COCC1>[CH3:26][Si:25]([CH3:28])([CH3:27])[C:20]([CH3:22])([CH3:21])[C:19]#[N:23] |f:1.2|. Reported procedure: 2-(Trimethylsilyl)isobutyronitrile was prepared by the following procedure. To a stirred solution of 30.2 g (0.29 mole) of diisopropylamine in 220 ml of THF under argon was added at 0°-5° 184 ml of 1.58 M n-butyl lithium/hexane at a rate such that the temperature did not exceed 6°. After 15 min. 20 g (0.29 mole) of isobutyronitrile was added at 0°-5°. After 20 min., 47.3 g (0.44 mole) of chlorotrimethylsilane was added. After standing 18 h at room temperature, the mixture was filtered under argo...